Dataset: the Open Reaction Database (ORD), a public repository of structured organic reaction records. Task: describe an organic reaction: reactants, conditions, products, and yield Reactants: C(=O)C=1C=C(OCC(=O)O)C=CC1 (2-(3-Formylphenoxy)acetic acid), CN1CCCCC1 (1-methylpiperidine), C(=O)C=1C=C(OCC(=O)N2CCN(CC2)C(=O)OC(C)(C)C)C=CC1 (Tert-Butyl 4-(2-(3-formylphenoxy)acetyl)piperazine-1-carboxylate). Yields the product CN1CCN(CC1)C(COC=1C=C(C=O)C=CC1)=O (3-(2-(4-methylpiperazin-1-yl)-2-oxoethoxy)benzaldehyde). The yield is 57.0%. RXN SMILES: C(C1C=C(C=CC=1)OCC(O)=O)=O.CN1CCCCC1.[CH:21]([C:23]1[CH:24]=[C:25]([CH:43]=[CH:44][CH:45]=1)[O:26][CH2:27][C:28]([N:30]1[CH2:35][CH2:34][N:33]([C:36](OC(C)(C)C)=O)[CH2:32][CH2:31]1)=[O:29])=[O:22]>>[CH3:36][N:33]1[CH2:34][CH2:35][N:30]([C:28](=[O:29])[CH2:27][O:26][C:25]2[CH:24]=[C:23]([CH:45]=[CH:44][CH:43]=2)[CH:21]=[O:22])[CH2:31][CH2:32]1. Reported procedure: 2-(3-Formylphenoxy)acetic acid (48) was treated with 1-methylpiperidine in an analogous manner to Compound 49 to afford the desired product (57%) as a colorless oil. LCMS: 99.0% (M++1). Starting materials: B, O=C([O-])[O-], CC(C)C1=CCc2cc(Cl)ccc21, [K+], [K+], [Na+], C1CCOC1, [OH-], O, OO. The product is CC(C)C1c2ccc(Cl)cc2CC1O. Reaction SMILES: [BH3:14].[C:19]([O-:20])(=[O:21])[O-:22].[Cl:1][c:2]1[cH:3][cH:4][c:5]2[c:9]([cH:10]1)[CH2:8][CH:7]=[C:6]2[CH:11]([CH3:12])[CH3:13].[K+:23].[K+:24].[Na+:16].[O:25]1[CH2:26][CH2:27][CH2:28][CH2:29]1.[OH-:15].[OH2:30].[OH:17][OH:18]>>[Cl:1][c:2]1[cH:3][cH:4][c:5]2[c:9]([cH:10]1)[CH2:8][CH:7]([OH:20])[CH:6]2[CH:11]([CH3:12])[CH3:13]. The solvent is O1CCOCC1 (dioxane). The product is FC1=C(C=CC(=C1)F)C1=CC=C(C=C1)[C@@H](C)N1C(O[C@@](CC1)(CCO)C1=CC=C(C=C1)F)=O ((S)-3-((R)-1-(2′,4′-difluorobiphenyl-4-yl)ethyl)-6-(4-fluorophenyl)-6-(2-hydroxyethyl)-1,3-oxazinan-2-one). Reagents/catalysts: C=1C=CC(=CC1)[P](C=2C=CC=CC2)(C=3C=CC=CC3)[Pd]([P](C=4C=CC=CC4)(C=5C=CC=CC5)C=6C=CC=CC6)([P](C=7C=CC=CC7)(C=8C=CC=CC8)C=9C=CC=CC9)[P](C=1C=CC=CC1)(C=1C=CC=CC1)C=1C=CC=CC1 (Pd(PPh3)4). As a reaction SMILES: Br[C:2]1[CH:7]=[CH:6][C:5]([C@H:8]([N:10]2[CH2:15][CH2:14][C@@:13]([C:19]3[CH:24]=[CH:23][C:22]([F:25])=[CH:21][CH:20]=3)([CH2:16][CH2:17][OH:18])[O:12][C:11]2=[O:26])[CH3:9])=[CH:4][CH:3]=1.[F:27][C:28]1[CH:33]=[C:32]([F:34])[CH:31]=[CH:30][C:29]=1B(O)O>O1CCOCC1.C1C=CC([P]([Pd]([P](C2C=CC=CC=2)(C2C=CC=CC=2)C2C=CC=CC=2)([P](C2C=CC=CC=2)(C2C=CC=CC=2)C2C=CC=CC=2)[P](C2C=CC=CC=2)(C2C=CC=CC=2)C2C=CC=CC=2)(C2C=CC=CC=2)C2C=CC=CC=2)=CC=1>[F:27][C:28]1[CH:33]=[C:32]([F:34])[CH:31]=[CH:30][C:29]=1[C:2]1[CH:3]=[CH:4][C:5]([C@H:8]([N:10]2[CH2:15][CH2:14][C@@:13]([C:19]3[CH:20]=[CH:21][C:22]([F:25])=[CH:23][CH:24]=3)([CH2:16][CH2:17][OH:18])[O:12][C:11]2=[O:26])[CH3:9])=[CH:6][CH:7]=1 |^1:47,49,68,87|. Starting materials: BrC1=CC=C(C=C1)[C@@H](C)N1C(O[C@@](CC1)(CCO)C1=CC=C(C=C1)F)=O ((S)-3-((R)-1-(4-bromophenyl)ethyl)-6-(4-fluorophenyl)-6-(2-hydroxyethyl)-1,3-oxazinan-2-one), FC1=C(C=CC(=C1)F)B(O)O (2,4-difluorophenylboronic acid), CsCO3. The yield is 41.4%. Procedure: To a solution of (S)-3-((R)-1-(4-bromophenyl)ethyl)-6-(4-fluorophenyl)-6-(2-hydroxyethyl)-1,3-oxazinan-2-one (109 mg, 0.26 mmol), 2,4-difluorophenylboronic acid (49 mg, 0.31 mmol) and Pd(PPh3)4 (30 mg, 0.03 mmol) in dioxane (8 mL) was added a solution of CsCO3 (2 M, 1 mL) at 0. Then the reaction mixture was refluxed overnight under nitrogen. The reaction mixture was washed with water and then extract with CH2Cl2 twice. The combined organic phases were dried over Na2SO4, filtered and concentrated... Reactants: [H-].[Al+3].[Li+].[H-].[H-].[H-] (lithium aluminum hydride), ice water, aqueous solution, [Cl-].[Al+3].[Cl-].[Cl-] (aluminum chloride), C(C)(C)C1=CC=C(C=C1)C1C(OC2=C1C(=C(C(=C2C)C)NC(=O)C2=CC1=C(OCO1)C=C2)C)(C)C (N-[3-(4-isopropylphenyl)-2,2,4,6,7-pentamethyl-2,3-dihydro-1-benzofuran-5-yl]-1,3-benzodioxol-5-carboxamide), [OH-].[Na+] (sodium hydroxide). Run in O1CCCC1 (tetrahydrofuran). Run at time 10 minute. Yields the product O1COC2=C1C=CC(=C2)CNC=2C(=C(C1=C(C(C(O1)(C)C)C1=CC=C(C=C1)C(C)C)C2C)C)C (N-(1,3-Benzodioxol-5-ylmethyl)-3-(4-isopropylphenyl)-2,2,4,6,7-pentamethyl-2,3-dihydro-1-benzofuran-5-amine). The yield is 39.6%. RXN SMILES: [Cl-].[Al+3].[Cl-].[Cl-].[H-].[Al+3].[Li+].[H-].[H-].[H-].[CH:11]([C:14]1[CH:19]=[CH:18][C:17]([CH:20]2[C:24]3[C:25]([CH3:43])=[C:26]([NH:31][C:32]([C:34]4[CH:42]=[CH:41][C:37]5[O:38][CH2:39][O:40][C:36]=5[CH:35]=4)=O)[C:27]([CH3:30])=[C:28]([CH3:29])[C:23]=3[O:22][C:21]2([CH3:45])[CH3:44])=[CH:16][CH:15]=1)([CH3:13])[CH3:12].[OH-].[Na+]>O1CCCC1>[O:38]1[C:37]2[CH:41]=[CH:42][C:34]([CH2:32][NH:31][C:26]3[C:27]([CH3:30])=[C:28]([CH3:29])[C:23]4[O:22][C:21]([CH3:45])([CH3:44])[CH:20]([C:17]5[CH:16]=[CH:15][C:14]([CH:11]([CH3:13])[CH3:12])=[CH:19][CH:18]=5)[C:24]=4[C:25]=3[CH3:43])=[CH:35][C:36]=2[O:40][CH2:39]1 |f:0.1.2.3,4.5.6.7.8.9,11.12|. Reported procedure: To a suspension of aluminum chloride (847 mg, 6.35 mmol) in tetrahydrofuran (10 ml) was gradually added under ice cooling lithium aluminum hydride (240 mg, 6.35 mmol) and the resulting mixture was stirred at the same temperature for 10 minutes. To this mixture was added N-[3-(4-isopropylphenyl)-2,2,4,6,7-pentamethyl-2,3-dihydro-1-benzofuran-5-yl]-1,3-benzodioxol-5-carboxamide (0.60 g, 1.27 mmol) and the mixture was refluxed with heating for 3 hours. The reaction mixture was poured into ice water... The reactants are C(C)OC(C=C(CC)C1=C(C(=NC(=C1)[Si](C)(C)C)OC)COCOC)=O (3-[2-Methoxy-3-methoxymethoxymethyl-6-(trimethylsilanyl)pyridin-4-yl]pent-2-enoic acid ethyl ester), [H-].[H-].[H-].[H-].[Li+].[Al+3] (LAH). The solvent is CCOCC (Et2O). Conditions: temperature 0 celsius. Product: COC1=NC(=CC(=C1COCOC)C(=CCO)CC)[Si](C)(C)C (3-[2-Methoxy-3-methoxymethoxymethyl-6-(trimethylsilanyl)pyridin-4-yl]pent-2-en-1-ol). The yield is 90.6%. As a reaction SMILES: C([O:3][C:4](=O)[CH:5]=[C:6]([C:9]1[CH:14]=[C:13]([Si:15]([CH3:18])([CH3:17])[CH3:16])[N:12]=[C:11]([O:19][CH3:20])[C:10]=1[CH2:21][O:22][CH2:23][O:24][CH3:25])[CH2:7][CH3:8])C.[H-].[H-].[H-].[H-].[Li+].[Al+3]>CCOCC>[CH3:20][O:19][C:11]1[C:10]([CH2:21][O:22][CH2:23][O:24][CH3:25])=[C:9]([C:6]([CH2:7][CH3:8])=[CH:5][CH2:4][OH:3])[CH:14]=[C:13]([Si:15]([CH3:18])([CH3:17])[CH3:16])[N:12]=1 |f:1.2.3.4.5.6|. Procedure: To a −78° C. mixture of 4a (100 mg, 0.26 mmol) in Et2O (3 mL) was slowly added LAH (0.26 mL, 0.26 mmol, 1.0 M solution in Et2O). The resulting mixture was allowed to warm to 0° C. and then quenched by addition of a chilled saturated aq. solution of potassium sodium tartrate. The aqueous layer was extracted 3 times with Et2O. The combined organic extracts were dried over MgSO4 and concentrated under reduced pressure. The crude product was purified by flash chromatography (hexane-EtOAc 75:25) to y... As a reaction SMILES: [Br:1][C:2]1[CH:3]=[N:4][N:5]2[CH:10]=[CH:9][C:8]([NH:11][C@@H:12]([CH:15]([CH3:17])[CH3:16])[CH2:13][NH2:14])=[N:7][C:6]=12.C(N(C(C)C)C(C)C)C.N1([C:32](N2C=CN=C2)=[O:33])C=CN=C1.O>CN(C=O)C>[Br:1][C:2]1[CH:3]=[N:4][N:5]2[CH:10]=[CH:9][C:8]([N:11]3[C@@H:12]([CH:15]([CH3:17])[CH3:16])[CH2:13][NH:14][C:32]3=[O:33])=[N:7][C:6]=12. Run at time 8 hour. The yield is 58.8%. Reported procedure: To a solution of (S)—N2-(3-bromopyrazolo[1,5-a]pyrimidin-5-yl)-3-methylbutane-1,2-diamine (0.75 g, 2.52 mmol) in DMF was added N-ethyl-N-isopropylpropan-2-amine (1.38 ml, 7.55 mmol) and di(1H-imidazol-1-yl)methanone (0.816 g, 5.03 mmol) and the reaction stirred overnight at ambient temperature. The reaction was poured into water and extracted into EtOAc. The combined organic layers were washed with brine, dried over magnesium sulfate and concentrated in vacuo. The crude material was purified by ... Product: BrC=1C=NN2C1N=C(C=C2)N2C(NC[C@@H]2C(C)C)=O ((S)-1-(3-bromopyrazolo[1,5-a]pyrimidin-5-yl)-5-isopropylimidazolidin-2-one). Reactants: BrC=1C=NN2C1N=C(C=C2)N[C@H](CN)C(C)C ((S)—N2-(3-bromopyrazolo[1,5-a]pyrimidin-5-yl)-3-methylbutane-1,2-diamine), C(C)N(C(C)C)C(C)C (N-ethyl-N-isopropylpropan-2-amine), N1(C=NC=C1)C(=O)N1C=NC=C1 (di(1H-imidazol-1-yl)methanone), O (water). The solvent is CN(C)C=O (DMF).